This data is from the Open Reaction Database (ORD), a public repository of structured organic reaction records. The task is: describe an organic reaction: reactants, conditions, products, and yield Starting materials: O.O.C(CCCCC(=O)O)(=O)O.NCCCCCN (cadaverine adipate dihydrate), nylon, NCCCCCN (cadaverine), C(CCCCC(=O)O)(=O)O (adipic acid). Yields the product C(CCCCC(=O)O)(=O)O.NCCCCCN (Cadaverine Adipate). Reaction SMILES: O.O.[C:3]([OH:12])(=[O:11])[CH2:4][CH2:5][CH2:6][CH2:7][C:8]([OH:10])=[O:9].[NH2:13][CH2:14][CH2:15][CH2:16][CH2:17][CH2:18][NH2:19].NCCCCCN.C(O)(=O)CCCCC(O)=O>>[C:3]([OH:12])(=[O:11])[CH2:4][CH2:5][CH2:6][CH2:7][C:8]([OH:10])=[O:9].[NH2:13][CH2:14][CH2:15][CH2:16][CH2:17][CH2:18][NH2:19] |f:0.1.2.3,6.7|. Procedure details: The aforementioned concentrate was cooled from 60° C. to 10° C. at 4° C./hour to precipitate crystals. The crystallization rate was 40 to 45%. The precipitated crystals were separated and collected using a centrifuge and air-dried in a desiccator for several days. When the obtained crystals were analyzed by X-ray crystallography (AFC-5S produced by Rigaku Corporation, analytical program: TEXAN), they were found to consist of cadaverine adipate dihydrate, and the purity was 99% or higher. These c... Reactants: [OH-].[Na+] (sodium hydroxide), ClCCCC1(C(C2=C(C(=C(C=C2C1)OC)Cl)Cl)=O)CCC(C)=O (2-(3-Chloropropyl)-6,7-dichloro-2,3-dihydro-5-methoxy-2-(3-oxobutyl)-1H-inden-1-one), Cl (hydrochloric acid). Run in CO (methanol). Yields the product ClCCCC12CC3=CC(=C(C(=C3C2=CC(CC1)=O)Cl)Cl)OC (9a-(3-chloropropyl)-5,6-dichloro-7-methoxy-1,2,9,9a-tetrahydro-3H-fluoren-3-one). RXN SMILES: [Cl:1][CH2:2][CH2:3][CH2:4][C:5]1([CH2:19][CH2:20][C:21](=[O:23])[CH3:22])[CH2:13][C:12]2[C:7](=[C:8]([Cl:17])[C:9]([Cl:16])=[C:10]([O:14][CH3:15])[CH:11]=2)[C:6]1=O.[OH-].[Na+].Cl>CO>[Cl:1][CH2:2][CH2:3][CH2:4][C:5]12[CH2:19][CH2:20][C:21](=[O:23])[CH:22]=[C:6]1[C:7]1[C:12](=[CH:11][C:10]([O:14][CH3:15])=[C:9]([Cl:16])[C:8]=1[Cl:17])[CH2:13]2 |f:1.2|. Procedure details: 2-(3-Chloropropyl)-6,7-dichloro-2,3-dihydro-5-methoxy-2-(3-oxobutyl)-1H-inden-1-one (36 g, 0.0053 mole) was dissolved in methanol (4.75 ml) containing 10% aqueous sodium hydroxide (190 ml). Then stirred and refluxed for 3 hours. The solution was cooled, poured into crushed ice, acidified with hydrochloric acid and the solid that separated removed by filtration. The solid washed on the filter with water, dried and recrystallized from a mixture of tetrahydrofuran and ether to give 9a-(3-chloroprop... The reactants are NC1=C(C=CC(=C1)OCC1=CC=C(C=C1)OC)SC1=CC=C(C=C1)O (4-[2-Amino-4-(4-methoxy-benzyloxy)-phenylsulfanyl]-phenol), NC1=C(C=CC(=C1)OCC1=CC=CC=C1)SC1=CC=C(C=C1)O (4-(2-Amino-4-benzyloxy-phenylsulfanyl)-phenol), C(#N)C=1C(=NC(=CC1)CC)N=CN(C)C (N′-(3-Cyano-6-ethyl-pyridin-2-yl)-N,N-dimethyl-formamidine), C(#N)C=1C(=NC(=CC1)CC)N=CN(C)C (N′-(3-Cyano-6-ethyl-pyridin-2-yl)-N,N-dimethyl-formamidine), NC1=C(C=CC(=C1)OCC1=CC=CC=C1)SC1=CC=C(C=C1)O (4-(2-Amino-4-benzyloxy-phenylsulfanyl)-phenol), C(#N)C=1C(=NC(=CC1)C)N=CN(C)C (N′-(3-Cyano-6-methyl-pyridin-2-yl)-N,N-dimethyl-formamidine). The product is C(C1=CC=CC=C1)OC1=CC(=C(C=C1)SC1=CC=C(C=C1)O)NC=1C2=C(N=CN1)N=C(C=C2)CC (4-[4-Benzyloxy-2-(7-ethyl-pyrido[2,3-d]pyrimidin-4-ylamino)-phenylsulfanyl]-phenol). As a reaction SMILES: [NH2:1][C:2]1[CH:7]=[C:6]([O:8][CH2:9][C:10]2[CH:15]=[CH:14][CH:13]=[CH:12][CH:11]=2)[CH:5]=[CH:4][C:3]=1[S:16][C:17]1[CH:22]=[CH:21][C:20]([OH:23])=[CH:19][CH:18]=1.C([C:26]1[C:27]([N:34]=[CH:35][N:36]([CH3:38])C)=[N:28][C:29]([CH2:32][CH3:33])=[CH:30][CH:31]=1)#N.NC1C=C(OCC2C=CC(OC)=CC=2)C=CC=1SC1C=CC(O)=CC=1.C(C1C(N=CN(C)C)=NC(C)=CC=1)#N>>[CH2:9]([O:8][C:6]1[CH:5]=[CH:4][C:3]([S:16][C:17]2[CH:18]=[CH:19][C:20]([OH:23])=[CH:21][CH:22]=2)=[C:2]([NH:1][C:38]2[C:26]3[CH:31]=[CH:30][C:29]([CH2:32][CH3:33])=[N:28][C:27]=3[N:34]=[CH:35][N:36]=2)[CH:7]=1)[C:10]1[CH:11]=[CH:12][CH:13]=[CH:14][CH:15]=1. Procedure: The product from Example 27A was reacted with the product from Example 145A using the procedure from Example 10F substituting the product from Example 27A for the product from Example 10E and substituting the product from Example 145A for the product from Example 10B to provide the title product. 1H NMR (300 MHz, DMSO-D6) δ ppm: 1.32 (t, J=7.72 Hz, 3H), 2.95 (q, J=7.72 Hz, 2H), 5.11 (s, 2H), 6.65 (d, J=8.82 Hz, 2H), 6.91-7.05 (m, 1H), 7.10 (d, J=8.46 Hz, 2H), 7.32-7.50 (m, 6H), 8.12 (d, J=6.99 H... Starting materials: COC(=O)C(Cc1c[nH]c2ccccc12)N(COC(C)[Si](C)(C)C)C(=O)OC1C2CC3CC(C2)CC1C3, Cl, [Li+], C1COCCO1, [OH-], O. Product: COC(=O)C(Cc1c[nH]c2ccccc12)NCOC(C)[Si](C)(C)C. RXN SMILES: [CH3:1][O:2][C:3]([CH:4]([N:5]([C:6]([O:7][CH:8]1[CH:9]2[CH2:10][CH:11]3[CH2:12][CH:13]([CH2:14][CH:15]1[CH2:16]3)[CH2:17]2)=[O:18])[CH2:19][O:20][CH:21]([CH3:22])[Si:23]([CH3:24])([CH3:25])[CH3:26])[CH2:27][c:28]1[cH:29][nH:30][c:31]2[cH:32][cH:33][cH:34][cH:35][c:36]12)=[O:37].[ClH:46].[Li+:39].[O:40]1[CH2:41][CH2:42][O:43][CH2:44][CH2:45]1.[OH-:38].[OH2:47]>>[CH3:1][O:2][C:3]([CH:4]([NH:5][CH2:19][O:20][CH:21]([CH3:22])[Si:23]([CH3:24])([CH3:25])[CH3:26])[CH2:27][c:28]1[cH:29][nH:30][c:31]2[cH:32][cH:33][cH:34][cH:35][c:36]12)=[O:37]. The reactants are C([O-])(O)=O.[Na+] (sodium bicarbonate), C(=O)(O)[C@H](O)[C@@H](O)C(=O)O.C1(CCCCC1)[C@H]1NCCC2=CC=CC=C12 ((1R)-1-cyclohexyl-1,2,3,4-tetrahydroisoquinoline (L)-tartrate), ClCC(=O)Cl (chloroacetyl chloride). Solvent: CCOC(=O)C (EtOAc), CCOC(=O)C (EtOAc). Reaction conditions: time 1 hour. Yields the product ClCC(=O)N1[C@@H](C2=CC=CC=C2CC1)C1CCCCC1 ((1R)-2-(chloroacetyl)-1-cyclohexyl-1,2,3,4-tetrahydroisoquinoline). Reaction SMILES: C([C@@H]([C@H](C(O)=O)O)O)(O)=O.[CH:11]1([C@@H:17]2[C:26]3[C:21](=[CH:22][CH:23]=[CH:24][CH:25]=3)[CH2:20][CH2:19][NH:18]2)[CH2:16][CH2:15][CH2:14][CH2:13][CH2:12]1.C(=O)(O)[O-].[Na+].[Cl:32][CH2:33][C:34](Cl)=[O:35]>CCOC(C)=O>[Cl:32][CH2:33][C:34]([N:18]1[CH2:19][CH2:20][C:21]2[C:26](=[CH:25][CH:24]=[CH:23][CH:22]=2)[C@H:17]1[CH:11]1[CH2:12][CH2:13][CH2:14][CH2:15][CH2:16]1)=[O:35] |f:0.1,2.3|. Procedure: (1R)-1-cyclohexyl-1,2,3,4-tetrahydroisoquinoline (L)-tartrate (520 mg) was dissolved in EtOAc (10 mL) and saturated aqueous sodium bicarbonate (10 mL) was added thereto. Under ice-cooling, a solution of chloroacetyl chloride (0.14 mL) in EtOAc (5 mL) was added dropwise to the reaction liquid over 5 minutes, followed by stirring at room temperature for 1 hour. The reaction liquid was extracted with EtOAc and dried over magnesium sulfate to obtain (1R)-2-(chloroacetyl)-1-cyclohexyl-1,2,3,4-tetrahy... Reactants: C1COCCOCCOCCOCCO1 (15-crown-5), N1=CC(=CC=C1)S(=O)(=O)Cl (pyridin-3-ylsulfonyl chloride), CC=1NC=CC1C=O (2-methyl-1H-pyrrole-3-carbaldehyde), [H-].[Na+] (sodium hydride). The product is CC=1N(C=CC1C=O)S(=O)(=O)C=1C=NC=CC1 (2-Methyl-1-(pyridin-3-ylsulfonyl)-1H-pyrrole-3-carbaldehyde), crystals. Yield: 44.0%. RXN SMILES: [CH3:1][C:2]1[NH:3][CH:4]=[CH:5][C:6]=1[CH:7]=[O:8].[H-].[Na+].C1OCCOCCOCCOCCOC1.[N:26]1[CH:31]=[CH:30][CH:29]=[C:28]([S:32](Cl)(=[O:34])=[O:33])[CH:27]=1>>[CH3:1][C:2]1[N:3]([S:32]([C:28]2[CH:27]=[N:26][CH:31]=[CH:30][CH:29]=2)(=[O:34])=[O:33])[CH:4]=[CH:5][C:6]=1[CH:7]=[O:8] |f:1.2|. Reported procedure: By a similar operation as in Reference Example 146 and using 2-methyl-1H-pyrrole-3-carbaldehyde (1.10 g), sodium hydride (60% in oil, 1.20 g), 15-crown-5 (6.0 mL) and pyridin-3-ylsulfonyl chloride (3.22 g), the title compound was obtained as white crystals (yield 1.10 g, 44%). The reactants are ClC=1C=C(C(=O)OCC)C=CN1 (ethyl 2-chloroisonicotinate), CC1=C(C=CC(=C1)F)B(O)O (2-methyl-4-fluorophenylboronic acid), palladium tetrakistriphenylphosphine, C([O-])([O-])=O.[Na+].[Na+] (sodium carbonate). Run in C1(=CC=CC=C1)C (toluene), C(C)O (ethanol). Run at temperature 60 celsius, time 2 hour. The product is C(C)OC(=O)C1=CC(=NC=C1)C1=C(C=C(C=C1)F)C (4-ethoxycarbonyl-2-(4-fluoro-2-methylphenyl)pyridine). Yield: 88.8%. RXN SMILES: Cl[C:2]1[CH:3]=[C:4]([CH:10]=[CH:11][N:12]=1)[C:5]([O:7][CH2:8][CH3:9])=[O:6].[CH3:13][C:14]1[CH:19]=[C:18]([F:20])[CH:17]=[CH:16][C:15]=1B(O)O.C(=O)([O-])[O-].[Na+].[Na+]>C1(C)C=CC=CC=1.C(O)C>[CH2:8]([O:7][C:5]([C:4]1[CH:10]=[CH:11][N:12]=[C:2]([C:15]2[CH:16]=[CH:17][C:18]([F:20])=[CH:19][C:14]=2[CH3:13])[CH:3]=1)=[O:6])[CH3:9] |f:2.3.4|. Procedure: In a mixed solvent of 250 ml of toluene and 50 ml of ethanol were dissolved 20 g of ethyl 2-chloroisonicotinate and 20 g of 2-methyl-4-fluorophenylboronic acid, and 5.8 g of palladium tetrakistriphenylphosphine and 250 ml of a 2M aqueous sodium carbonate solution, and the mixture was stirred at 50 to 70° C. for 2 hours. The solution was cooled down to room temperature and extracted by adding ethyl acetate and water. The organic layer was further washed with water, and dried over magnesium sulfat...